Dataset: the Open Reaction Database (ORD), a public repository of structured organic reaction records. Task: describe an organic reaction: reactants, conditions, products, and yield Yields the product NC1=CC=C(C=C1)SC1=C(C=C(C(=O)NC2=NC=C(C=C2)C(F)(F)F)C=C1)NC=1C2=C(N=CN1)N=C(C=C2)C(C)C (4-(4-Amino-phenylsulfanyl)-3-(7-isopropyl-pyrido[2,3-d]pyrimidin-4-ylamino)-N-(5-trifluoromethyl-pyridin-2-yl)-benzamide). Reported procedure: To a solution of the product of Example 175B in tetrahydrofuran and water (1:1) was added 1 M NaOH (5 equiv). The solution was heated at 60° C. for 40 minutes, cooled, adjusted to pH 6 with 1N aqueous hydrochloric acid and extracted with ethyl acetate. The combined extracts were dried over magnesium sulfate, filtered and concentrated under vacuum. The crude product was purified by silica gel chromatography eluting with 2% methanol in dichloromethane to provide the title compound. 1H NMR (300 MHz... RXN SMILES: ClC(Cl)(Cl)COC(=O)[NH:6][C:7]1[CH:12]=[CH:11][C:10]([S:13][C:14]2[CH:19]=[CH:18][C:17]([C:20](=[O:32])[NH:21][C:22]3[CH:27]=[CH:26][C:25]([C:28]([F:31])([F:30])[F:29])=[CH:24][N:23]=3)=[CH:16][C:15]=2[NH:33][C:34]2[C:35]3[CH:43]=[CH:42][C:41]([CH:44]([CH3:46])[CH3:45])=[N:40][C:36]=3[N:37]=[CH:38][N:39]=2)=[CH:9][CH:8]=1.[OH-].[Na+].Cl>O1CCCC1.O>[NH2:6][C:7]1[CH:12]=[CH:11][C:10]([S:13][C:14]2[CH:19]=[CH:18][C:17]([C:20]([NH:21][C:22]3[CH:27]=[CH:26][C:25]([C:28]([F:31])([F:29])[F:30])=[CH:24][N:23]=3)=[O:32])=[CH:16][C:15]=2[NH:33][C:34]2[C:35]3[CH:43]=[CH:42][C:41]([CH:44]([CH3:46])[CH3:45])=[N:40][C:36]=3[N:37]=[CH:38][N:39]=2)=[CH:9][CH:8]=1 |f:1.2|. Starting materials: ClC(COC(NC1=CC=C(C=C1)SC1=C(C=C(C=C1)C(NC1=NC=C(C=C1)C(F)(F)F)=O)NC=1C2=C(N=CN1)N=C(C=C2)C(C)C)=O)(Cl)Cl ({4-[2-(7-Isopropyl-pyrido[2,3-d]pyrimidin-4-ylamino)-4-(5-trifluoromethyl-pyridin-2-ylcarbamoyl)-phenylsulfanyl]-phenyl}-carbamic acid 2,2,2-trichloro-ethyl ester), [OH-].[Na+] (NaOH), Cl (hydrochloric acid). Run at temperature 60 celsius. Solvent: O1CCCC1 (tetrahydrofuran), O (water). The reactants are ( 42 ), C(C)(=O)NCCNC1=CC(=NC(=N1)C1=CC=CC=C1)NC(CCl)=O (N-[6-(2-Acetylaminoethylamino)-2-phenylpyrimidin-4-yl]-2-chloroacetamide), FC1=CC=C(CC2CCNCC2)C=C1 (4-(4-fluorobenzyl)-piperidine), CCOC(=O)C (EtOAc), ( 100 ). Run in CC(C)O (i-PrOH). Product: C(C)(=O)NCCNC1=CC(=NC(=N1)C1=CC=CC=C1)NC(CN1CCC(CC1)CC1=CC=C(C=C1)F)=O (N-[6-(2-Acetylaminoethylamino)-2-phenylpyrimidin-4-yl]-2-[4-(4-fluorobenzyl)-piperidin-1-yl]-acetamide). RXN SMILES: [C:1]([NH:4][CH2:5][CH2:6][NH:7][C:8]1[N:13]=[C:12]([C:14]2[CH:19]=[CH:18][CH:17]=[CH:16][CH:15]=2)[N:11]=[C:10]([NH:20][C:21](=[O:24])[CH2:22]Cl)[CH:9]=1)(=[O:3])[CH3:2].[F:25][C:26]1[CH:38]=[CH:37][C:29]([CH2:30][CH:31]2[CH2:36][CH2:35][NH:34][CH2:33][CH2:32]2)=[CH:28][CH:27]=1.CCOC(C)=O>CC(O)C>[C:1]([NH:4][CH2:5][CH2:6][NH:7][C:8]1[N:13]=[C:12]([C:14]2[CH:19]=[CH:18][CH:17]=[CH:16][CH:15]=2)[N:11]=[C:10]([NH:20][C:21](=[O:24])[CH2:22][N:34]2[CH2:35][CH2:36][CH:31]([CH2:30][C:29]3[CH:28]=[CH:27][C:26]([F:25])=[CH:38][CH:37]=3)[CH2:32][CH2:33]2)[CH:9]=1)(=[O:3])[CH3:2]. Reported procedure: This compound was prepared from chloroacetamide 6 (77 mg; 0.221 mmol) and 4-(4-fluorobenzyl)-piperidine (7.9) (47 mg; 0.24 mmol) in a manner analogous to 8.8 yielding a white crystalline solid (80.5 mg; 72%) after silica gel chromatography (12-8:1 EtOAc:i-PrOH). LC (method B) tR=13.1 min; 1H NMR (200 MHz, CDCl3) δ 9.51 (brs, 1H), 8.37 (m, 2H), 7.48 (m, 3H), 7.22 (s, 1H), 7.11 (m, 2H), 6.98 (m, 2H), 6.58 (brs, 1H), 5.45 (brt, J=5.4 Hz, 1H), 3.68 (m, 2H), 3.53 (m, 2H), 3.11 (s, 2H), 2.89 (m, 2H), ...